This data is from the Open Reaction Database (ORD), a public repository of structured organic reaction records. The task is: describe an organic reaction: reactants, conditions, products, and yield The yield is 98.0%. Reactants: O1C(=CC=C1)C=1C=CC=2C3C(C(NC2C1)=O)CCC3 (7-(2-furanyl)-1,2,3,3a,5,9b-hexahydrocyclopenta[c]quinolin-4-one), COC=1C=CC(=CC1)P2(=S)SP(=S)(S2)C=3C=CC(=CC3)OC (Lawesson's reagent). Yields the product O1C(=CC=C1)C=1C=CC=2C3C(C(NC2C1)=S)CCC3 (7-(2-Furanyl)-1,2,3,3a,5,9b-hexahydrocyclopenta[c]quinoline-4-thione). Reported procedure: Analogously to Example 4, 7-(2-furanyl)-1,2,3,3a,5,9b-hexahydrocyclopenta[c]quinolin-4-one (100 mg, 0.39 mmol) is reacted with Lawesson's reagent (404 mg, 1.0 mmol) to form 103 mg (98%) of product. As a reaction SMILES: [O:1]1[CH:5]=[CH:4][CH:3]=[C:2]1[C:6]1[CH:7]=[CH:8][C:9]2[CH:10]3[CH2:19][CH2:18][CH2:17][CH:11]3[C:12](=O)[NH:13][C:14]=2[CH:15]=1.COC1C=CC(P2(SP(C3C=CC(OC)=CC=3)(=S)S2)=[S:29])=CC=1>>[O:1]1[CH:5]=[CH:4][CH:3]=[C:2]1[C:6]1[CH:7]=[CH:8][C:9]2[CH:10]3[CH2:19][CH2:18][CH2:17][CH:11]3[C:12](=[S:29])[NH:13][C:14]=2[CH:15]=1.